From a dataset of the Open Reaction Database (ORD), a public repository of structured organic reaction records. describe an organic reaction: reactants, conditions, products, and yield The reactants are [OH-].[Na+] (sodium hydroxide), ClCCl (dichloromethane), C(C)OC(=O)[C@H]1CN(CCC1)CCOC1=C(C=CC=C1)CC1=CC=CC=C1 ((R)-1-(2-(2-benzylphenoxy)ethyl)-3-piperidine-carboxylic acid ethyl ester), Cl (hydrochloric acid). Run in C(C)O (ethanol), CC(=O)C (acetone). Conditions: time 5 hour. The product is Cl.C(C1=CC=CC=C1)C1=C(OCCN2C[C@@H](CCC2)C(=O)O)C=CC=C1 ((R)-1-(2-(2-Benzylphenoxy)ethyl)-3-piperidinecarboxylic acid hydrochloride). Reaction SMILES: C([O:3][C:4]([C@@H:6]1[CH2:11][CH2:10][CH2:9][N:8]([CH2:12][CH2:13][O:14][C:15]2[CH:20]=[CH:19][CH:18]=[CH:17][C:16]=2[CH2:21][C:22]2[CH:27]=[CH:26][CH:25]=[CH:24][CH:23]=2)[CH2:7]1)=[O:5])C.[OH-].[Na+].Cl.[Cl:31]CCl>C(O)C.CC(C)=O>[ClH:31].[CH2:21]([C:16]1[CH:17]=[CH:18][CH:19]=[CH:20][C:15]=1[O:14][CH2:13][CH2:12][N:8]1[CH2:9][CH2:10][CH2:11][C@@H:6]([C:4]([OH:5])=[O:3])[CH2:7]1)[C:22]1[CH:23]=[CH:24][CH:25]=[CH:26][CH:27]=1 |f:1.2,7.8|. Procedure details: The above ester (1.7 g, 4.6 mmol) was dissolved in ethanol (10 ml) and 4N sodium hydroxide (3.5 ml) was added. The mixture was stirred at ambient temperature for 5 h. Excess concentrated hydrochloric acid was added followed by dichloromethane (300 ml). The phases were separated and the organic phase was dried (Na2SO4). The solvent was evaporated in vacuo to give a foamy residue which was dissolved in acetone (15 ml). The solid which formed was isolated by filtration and dried to give 1.3 g of th... The reactants are O=C(CCC(=O)OC)CC (methyl 4-oxohexanoate), C(CO)O (ethylene glycol). Run in C1(=CC=CC=C1)C (toluene). Yields the product C(C)C1(OCCO1)CCC(=O)OC (methyl 2-ethyl-1,3-dioxolane-2-propanoate). The yield is 94.1%. As a reaction SMILES: [O:1]=[C:2]([CH2:9][CH3:10])[CH2:3][CH2:4][C:5]([O:7][CH3:8])=[O:6].[CH2:11](O)[CH2:12][OH:13]>C1(C)C=CC=CC=1>[CH2:9]([C:2]1([CH2:3][CH2:4][C:5]([O:7][CH3:8])=[O:6])[O:13][CH2:12][CH2:11][O:1]1)[CH3:10]. Procedure: To a stirring solution of 4.05 g (28 mmol) of methyl 4-oxohexanoate (16), prepared as described above in Example 16, in 200 mL of toluene and 0.53 g (2.8 mmol) of tosyl acid was added 5.59 g (90 mmol) of ethylene glycol. After refluxing for 2 hours using a Dean-Stark trap, the solvent was removed under vacuum. The resulting orange oil was dissolved in 200 mL of EtOAc. The EtOAc was then washed with 2×200 mL of H2O. The organic layer was then dried over Na2SO4 anhydrous, filtered, and concentrate... The reactants are C=CCn1cnc2c1c(=O)[nH]c(=O)n2CCCC, O=C1CCC(=O)N1Cl, CN(C)C=O. Product: C=CCn1c(Cl)nc2c1c(=O)[nH]c(=O)n2CCCC. RXN SMILES: [CH2:1]([CH2:2][CH2:3][CH3:4])[n:5]1[c:6](=[O:18])[nH:7][c:8](=[O:17])[c:9]2[n:10]([CH2:14][CH:15]=[CH2:16])[cH:11][n:12][c:13]12.[Cl:19][N:20]1[C:21](=[O:22])[CH2:23][CH2:24][C:25]1=[O:26].[O:27]=[CH:28][N:29]([CH3:30])[CH3:31]>>[CH2:1]([CH2:2][CH2:3][CH3:4])[n:5]1[c:6](=[O:18])[nH:7][c:8](=[O:17])[c:9]2[n:10]([CH2:14][CH:15]=[CH2:16])[c:11]([Cl:19])[n:12][c:13]12. The reactants are CC1(c2ccccc2)CC(=O)OC1=O, Nc1ccncc1, O, Cc1ccccc1C. Yields the product CC1(c2ccccc2)CC(=O)N(c2ccncc2)C1=O. As a reaction SMILES: [CH3:1][C:2]1([c:9]2[cH:10][cH:11][cH:12][cH:13][cH:14]2)[C:3](=[O:4])[O:5][C:6](=[O:8])[CH2:7]1.[NH2:15][c:16]1[cH:17][cH:18][n:19][cH:20][cH:21]1.[OH2:30].[c:22]1([CH3:23])[c:24]([CH3:25])[cH:26][cH:27][cH:28][cH:29]1>>[CH3:1][C:2]1([c:9]2[cH:10][cH:11][cH:12][cH:13][cH:14]2)[C:3](=[O:5])[N:15]([c:16]2[cH:17][cH:18][n:19][cH:20][cH:21]2)[C:6](=[O:8])[CH2:7]1. Starting materials: O=C([O-])[O-], CCOCC, COC(=O)c1ccc(Br)cc1C, COc1ccc(O)cc1, [Cu], [K+], [K+]. Product: COC(=O)c1ccc(Oc2ccc(OC)cc2)cc1C. As a reaction SMILES: [C:22](=[O:23])([O-:24])[O-:25].[CH2:28]([O:29][CH2:30][CH3:31])[CH3:32].[CH3:10][O:11][C:12]([c:13]1[c:14]([CH3:20])[cH:15][c:16]([Br:19])[cH:17][cH:18]1)=[O:21].[CH3:1][O:2][c:3]1[cH:4][cH:5][c:6]([OH:9])[cH:7][cH:8]1.[Cu:33].[K+:26].[K+:27]>>[CH3:1][O:2][c:3]1[cH:4][cH:5][c:6]([O:9][c:16]2[cH:15][c:14]([CH3:20])[c:13]([C:12]([O:11][CH3:10])=[O:21])[cH:18][cH:17]2)[cH:7][cH:8]1.